This data is from the Open Reaction Database (ORD), a public repository of structured organic reaction records. The task is: describe an organic reaction: reactants, conditions, products, and yield The reactants are ClC1=NC=C(C=C1)CCl (2-chloro-5-(chloromethyl)pyridine), CNC1CCCC1 (N-methylcyclopentylamine), C([O-])([O-])=O.[K+].[K+] (potassium carbonate). Run in C(C)#N (acetonitrile). Run at temperature 80 celsius. Product: ClC1=CC=C(C=N1)CN(C)C1CCCC1 ((6-Chloro-pyridin-3-ylmethyl)-cyclopentyl-methyl-amine). Isolated yield 77.2%. As a reaction SMILES: [Cl:1][C:2]1[CH:7]=[CH:6][C:5]([CH2:8]Cl)=[CH:4][N:3]=1.[CH3:10][NH:11][CH:12]1[CH2:16][CH2:15][CH2:14][CH2:13]1.C(=O)([O-])[O-].[K+].[K+]>C(#N)C>[Cl:1][C:2]1[N:3]=[CH:4][C:5]([CH2:8][N:11]([CH:12]2[CH2:16][CH2:15][CH2:14][CH2:13]2)[CH3:10])=[CH:6][CH:7]=1 |f:2.3.4|. Procedure: To a solution of 2-chloro-5-(chloromethyl)pyridine (318 mg, 1.96 mmole) in 4 mL of dry acetonitrile is 395 mg (3.92 mmol) of N-methylcyclopentylamine followed by 270 mg (1.96 mmol) of potassium carbonate. The reaction is heated at 80° C. for 20 h. After cooling, the reaction mixture is quenched with 5 mL of water, extracted three-times with methylene chloride, and dried over sodium sulfate. Concentration of the solvent provided an oil which was purified by silica gel chromatography to provide 34... Reactants: CC(=O)O, CN1CCNCC1, CO, O=C1CCN(c2ccc([N+](=O)[O-])cc2)CC1. Product: CN1CCN(C2CCN(c3ccc([N+](=O)[O-])cc3)CC2)CC1. Reaction SMILES: [C:24]([OH:25])(=[O:26])[CH3:27].[CH3:17][N:18]1[CH2:19][CH2:20][NH:21][CH2:22][CH2:23]1.[CH3:28][OH:29].[N+:1](=[O:2])([O-:3])[c:4]1[cH:5][cH:6][c:7]([N:10]2[CH2:11][CH2:12][C:13](=[O:16])[CH2:14][CH2:15]2)[cH:8][cH:9]1>>[N+:1](=[O:2])([O-:3])[c:4]1[cH:5][cH:6][c:7]([N:10]2[CH2:11][CH2:12][CH:13]([N:21]3[CH2:20][CH2:19][N:18]([CH3:17])[CH2:23][CH2:22]3)[CH2:14][CH2:15]2)[cH:8][cH:9]1.